describe an organic reaction: reactants, conditions, products, and yield From a dataset of the Open Reaction Database (ORD), a public repository of structured organic reaction records. Reactants: C(C)(=O)O[C@@H]1[C@H](C(N1)=O)[C@@H](C)OC(=O)OCC=C ((3R,4R)-4-acetoxy-3-[(R)-1-(allyloxycarbonyloxy)ethyl]azetidin-2-one), C[Si](OC1C(=CCCC1)O[Si](C)(C)C)(C)C (1,2-bis(trimethylsilyloxy)-2-cyclohexene). Yields the product C(C=C)OC(=O)O[C@H](C)[C@H]1C(N[C@@H]1[C@H]1C([C@@H](CCC1)O[Si](C)(C)C)=O)=O ((3S,4R)-3-[(R)-1-(allyloxycarbonyloxy)ethyl]-4-[(1S,3R)-2-oxo-3-trimethylsilyloxycyclohexan-1-yl]azetidin-2-one), C(C=C)OC(=O)O[C@H](C)[C@H]1C(N[C@@H]1[C@@H]1C([C@H](CCC1)O[Si](C)(C)C)=O)=O ((3S,4R)-3-[(R)-1-(allyloxycarbonyloxy)ethyl]-4-[(1R,3S)-2-oxo-3-trimethylsilyloxycyclohexan-1-yl]azetidin-2-one). As a reaction SMILES: C(O[C@H:5]1[NH:8][C:7](=[O:9])[C@@H:6]1[C@H:10]([O:12][C:13]([O:15][CH2:16][CH:17]=[CH2:18])=[O:14])[CH3:11])(=O)C.[CH3:19][Si:20]([CH3:34])([CH3:33])[O:21][CH:22]1[CH2:27][CH2:26][CH2:25][CH:24]=[C:23]1[O:28][Si:29]([CH3:32])([CH3:31])[CH3:30]>>[CH2:16]([O:15][C:13]([O:12][C@@H:10]([C@@H:6]1[C@@H:5]([C@@H:24]2[CH2:25][CH2:26][CH2:27][C@@H:22]([O:21][Si:20]([CH3:33])([CH3:19])[CH3:34])[C:23]2=[O:28])[NH:8][C:7]1=[O:9])[CH3:11])=[O:14])[CH:17]=[CH2:18].[CH2:16]([O:15][C:13]([O:12][C@@H:10]([C@@H:6]1[C@@H:5]([C@H:27]2[CH2:26][CH2:25][CH2:24][C@H:23]([O:28][Si:29]([CH3:32])([CH3:31])[CH3:30])[C:22]2=[O:21])[NH:8][C:7]1=[O:9])[CH3:11])=[O:14])[CH:17]=[CH2:18]. Procedure details: Using (3R,4R)-4-acetoxy-3-[(R)-1-(allyloxycarbonyloxy)ethyl]azetidin-2-one and 1,2-bis(trimethylsilyloxy)-2-cyclohexene, the procedure of Reference Example 3 was otherwise repeated to give (3S,4R)-3-[(R)-1-(allyloxycarbonyloxy)ethyl]-4-[(1S,3R)-2-oxo-3-trimethylsilyloxycyclohexan-1-yl]azetidin-2-one (S-compound) and (3S,4R)-3-[(R)-1-(allyloxycarbonyloxy)ethyl]-4-[(1R,3S)-2-oxo-3-trimethylsilyloxycyclohexan-1-yl]azetidin-2-one (R-compound), each as a colorless oil. Reactants: ClC1=NC=CC(=C1)C1=NN(C(=C1)NC([C@H](CC1=CC=CC=C1)NCC(=O)OC(C)(C)C)=O)C (Tert-butyl 2-((S)-1-(3-(2-chloropyridin-4-yl)-1-methyl-1H-pyrazol-5-ylamino)-1-oxo-3-phenylpropan-2-ylamino)acetate), C(C)(C)N(CC)C(C)C (diisopropylethylamine). The reagents and catalysts are [Pd] (Pd on carbon). Solvent: CO (MeOH). Conditions: time 2 hour. Yields the product CN1N=C(C=C1NC([C@H](CC1=CC=CC=C1)NCC(=O)OC(C)(C)C)=O)C1=CC=NC=C1 ((S)-Tert-butyl 2-(1-(1-methyl-3-(pyridin-4-yl)-1H-pyrazol-5-ylamino)-1-oxo-3-phenylpropan-2-ylamino)acetate). Isolated yield 61.7%. Reaction SMILES: Cl[C:2]1[CH:7]=[C:6]([C:8]2[CH:12]=[C:11]([NH:13][C:14](=[O:32])[C@@H:15]([NH:23][CH2:24][C:25]([O:27][C:28]([CH3:31])([CH3:30])[CH3:29])=[O:26])[CH2:16][C:17]3[CH:22]=[CH:21][CH:20]=[CH:19][CH:18]=3)[N:10]([CH3:33])[N:9]=2)[CH:5]=[CH:4][N:3]=1.C(N(C(C)C)CC)(C)C>[Pd].CO>[CH3:33][N:10]1[C:11]([NH:13][C:14](=[O:32])[C@@H:15]([NH:23][CH2:24][C:25]([O:27][C:28]([CH3:31])([CH3:30])[CH3:29])=[O:26])[CH2:16][C:17]2[CH:18]=[CH:19][CH:20]=[CH:21][CH:22]=2)=[CH:12][C:8]([C:6]2[CH:5]=[CH:4][N:3]=[CH:2][CH:7]=2)=[N:9]1. Procedure: To a 100 ml flask was added 1.4 g of 17.8.A, 500 mg of Pd on carbon, 150 ml of MeOH and 520 μl of diisopropylethylamine. The air was removed from the flask and replaced with hydrogen gas. This process was repeated four more times and then the reaction was stirred at room temperature for 2 hours, at which time the reaction was filtered over a bed of celite. The solvent was then removed and the crude was purified with a silica gel column (eluting with 2-5% MeOH in DCM) to give 800 mg of (S)-tert-b... The reactants are C(N)([O-])=O (carbamate), CCCC[N+](CCCC)(CCCC)CCCC.[F-] (TBAF), C1CCOC1 (THF). The solvent is CCOC(=O)C (AcOEt). Conditions: time 8 hour. Product: N[C@@]1([C@H](C1)CC)C(=O)O ((1S,2S) 1-amino-2-ethylcyclopropyl carboxylic acid). Isolated yield 89.0%. RXN SMILES: [C:1](=[O:4])([O-:3])N.CCCC[N+:9]([CH2:18][CH2:19][CH2:20][CH3:21])(CCCC)CCCC.[F-].[CH2:23]1COCC1>CCOC(C)=O>[NH2:9][C@@:18]1([C:1]([OH:3])=[O:4])[CH2:19][C@@H:20]1[CH2:21][CH3:23] |f:1.2|. Procedure: To carbamate 14c (267 mg, 0.810 mmol) was added a 1.0 M TBAF solution in THF (1.62 mL, 1.62 mmol, 2.0 eq.). The reaction mixture was stirred overnight at RT, refluxed for 30 min and then diluted with AcOEt. The solution was successively washed with water (2×) and brine. After the usual treatment (MgSO4, filtration and concentration) the desired amine 14d was isolated (122 mg, 0.721 mmol, 89% yield) as a pale yellow liquid. 1H NMR (CDCl3) δ5.94-5.86 (m,1H), 5.31-5.22 (m, 2H), 4.58 (d, J=5.7 Hz, 2...